This data is from the Open Reaction Database (ORD), a public repository of structured organic reaction records. The task is: describe an organic reaction: reactants, conditions, products, and yield Starting materials: CC(Cl)c1cccnc1, OCC1CN(C)CCN1C. Reagents/catalysts: O=C([O-])[O-].[Cs+].[Cs+] (cesium carbonate), [I-].[K+] (potassium iodide). Solvent: CN(C)C=O (DMF), CN(C)C=O (dmf), CN(C)C=O (DMF). Run at temperature 70 celsius, time 16 hour. Yields the product CC(C3=CC=CN=C3)OCC4CN(C)CCN4C. The reactants are O (water), FC1=CC=C(C=C1)C=1N(C(=C(C1C1=CC=CC=C1)C(=O)NC1=CC=CC=C1)C(C)C)CC[C@@H]1C[C@@H](OC(O1)(C)C)CC(=O)OC(C)(C)C ((4R-cis)-1,1-dimethylethyl 6-[2[2-(4-fluorophenyl)-5-(1-methylethyl)-3-phenyl-4-[(phenylamino)carbonyl]-1H-pyrrol-1-yl]ethyl]-2,2-dimethyl-1,3-dioxane-4-acetate), [OH-].[Na+] (sodium hydroxide), Cl (hydrochloric acid). The solvent is CCCCCC (hexane), O1CCCC1 (tetrahydrofuran). Reaction conditions: time 15 hour. Product: FC1=CC=C(C=C1)C1=C(C(=C(N1CC[C@H]1OC(C[C@@H](C1)O)=O)C(C)C)C(=O)NC1=CC=CC=C1)C1=CC=CC=C1 ((2R-trans)-5-(4-fluorophenyl)-2-(1-methylethyl)-N,4-diphenyl-1-[2-(tetrahydro -4-hydroxy-6-oxo-2H-pyran-2-yl)ethyl]-1H-pyrrole-3-carboxamide). RXN SMILES: [F:1][C:2]1[CH:7]=[CH:6][C:5]([C:8]2[N:9]([CH2:31][CH2:32][C@H:33]3OC(C)(C)[O:36][C@@H:35]([CH2:41][C:42]([O:44]C(C)(C)C)=[O:43])[CH2:34]3)[C:10]([CH:28]([CH3:30])[CH3:29])=[C:11]([C:19]([NH:21][C:22]3[CH:27]=[CH:26][CH:25]=[CH:24][CH:23]=3)=[O:20])[C:12]=2[C:13]2[CH:18]=[CH:17][CH:16]=[CH:15][CH:14]=2)=[CH:4][CH:3]=1.Cl.[OH-].[Na+].O>O1CCCC1.CCCCCC>[F:1][C:2]1[CH:7]=[CH:6][C:5]([C:8]2[N:9]([CH2:31][CH2:32][C@@H:33]3[CH2:34][C@@H:35]([OH:36])[CH2:41][C:42](=[O:43])[O:44]3)[C:10]([CH:28]([CH3:29])[CH3:30])=[C:11]([C:19]([NH:21][C:22]3[CH:23]=[CH:24][CH:25]=[CH:26][CH:27]=3)=[O:20])[C:12]=2[C:13]2[CH:18]=[CH:17][CH:16]=[CH:15][CH:14]=2)=[CH:4][CH:3]=1 |f:2.3|. Reported procedure: (4R-cis)-1,1-dimethylethyl 6-[2[2-(4-fluorophenyl)-5-(1-methylethyl)-3-phenyl-4-[(phenylamino)carbonyl]-1H-pyrrol-1-yl]ethyl]-2,2-dimethyl-1,3-dioxane-4-acetate, 4.37 g (6.68 mol), is dissolved in 200 mL of tetrahydrofuran and 15 mL of 10% hydrochloric acid solution is added, and the solution is stirred for 15 hours. To this solution is added sodium hydroxide (3.6 g) and the mixture is stirred for 30 hours. The reaction is stopped by adding 150 mL of water, 90 mL of hexane, and separating the la... Starting materials: Cl.BrC1=CC=C(C=C1)C1=CC=C(C=C1)C(=N)N (4'-bromo-4-biphenylamidine hydrochloride). Run in CC[O-].[Na+] (sodium ethylate solution). Reaction conditions: time 3 day. Yields the product C(CCCC)C=1C=NC(=NC1)C1=CC=C(C=C1)C1=CC=C(C=C1)Br (5-n-pentyl-2-(4'-bromo-4-biphenylyl)-pyrimidine). RXN SMILES: Cl.[Br:2][C:3]1[CH:8]=[CH:7][C:6]([C:9]2[CH:14]=[CH:13][C:12]([C:15]([NH2:17])=[NH:16])=[CH:11][CH:10]=2)=[CH:5][CH:4]=1>CC[O-].[Na+]>[CH2:9]([C:6]1[CH:5]=[N:16][C:15]([C:12]2[CH:13]=[CH:14][C:9]([C:6]3[CH:5]=[CH:4][C:3]([Br:2])=[CH:8][CH:7]=3)=[CH:10][CH:11]=2)=[N:17][CH:7]=1)[CH2:10][CH2:11][CH2:12][CH3:13] |f:0.1,2.3|. Reported procedure: 1.42 G. of the thus-obtained crude 2-n-pentyl-3-ethoxyacrolein are dissolved in a sodium ethylate solution (obtained from 580 mg. of sodium in 40 ml. of ethanol) and treated with 2.6 g. of the aforementioned 4'-bromo-4-biphenylamidine hydrochloride. The mixture is stirred at room temperature for 3 days. After some of the solvent has been distilled off, water is added and the mixture is extracted with chloroform in the usual manner. Upon crystallization from ethanol, there is obtained 5-n-pentyl-... Reactants: CC(C)CCO, Clc1nc2cccc3c2n1CCC3, c1nc(C2CCNCC2)c[nH]1. The product is c1cc2c3c(c1)nc(N1CCC(c4c[nH]cn4)CC1)n3CCC2. RXN SMILES: [CH2:25]([OH:26])[CH2:27][CH:28]([CH3:29])[CH3:30].[Cl:1][c:2]1[n:3][c:4]2[cH:5][cH:6][cH:7][c:8]3[c:13]2[n:12]1[CH2:11][CH2:10][CH2:9]3.[nH:14]1[cH:15][n:16][c:17]([CH:19]2[CH2:20][CH2:21][NH:22][CH2:23][CH2:24]2)[cH:18]1>>[c:2]1([N:22]2[CH2:21][CH2:20][CH:19]([c:17]3[n:16][cH:15][nH:14][cH:18]3)[CH2:24][CH2:23]2)[n:3][c:4]2[cH:5][cH:6][cH:7][c:8]3[c:13]2[n:12]1[CH2:11][CH2:10][CH2:9]3. Starting materials: Cl.COC=1C=C2CCN=C(C2=CC1OC)C (3,4-dihydro-6,7-dimethoxy-1-methylisoquinoline hydrochloride). Reagents/catalysts: [Pd] (Pd/C). Solvent: CO (methanol). Reaction conditions: time 18 hour. Yields the product COC=1C=C2CCNC(C2=CC1OC)C (1,2,3,4-tetrahydro-6,7-dimethoxy-1-methylisoquinoline). The yield is 70.0%. As a reaction SMILES: Cl.[CH3:2][O:3][C:4]1[CH:5]=[C:6]2[C:11](=[CH:12][C:13]=1[O:14][CH3:15])[C:10]([CH3:16])=[N:9][CH2:8][CH2:7]2>CO.[Pd]>[CH3:2][O:3][C:4]1[CH:5]=[C:6]2[C:11](=[CH:12][C:13]=1[O:14][CH3:15])[CH:10]([CH3:16])[NH:9][CH2:8][CH2:7]2 |f:0.1|. Reported procedure: A solution of 3,4-dihydro-6,7-dimethoxy-1-methylisoquinoline hydrochloride (58.4 g, 0.24 m) in 1 liter of methanol and 5% Pd/C (5 g) were combined under nitrogen in a pressure bottle and the mixture hydrogenated at 40 psi and ambient temperature on a Parr apparatus for 18 hr. The catalyst was removed by filtration and the solvent evaporated. The residue was dissolved in H2O (1 liter), basified to pH 11 with 50% NaOH and extracted with CHCl3 (3×300 ml). The extracts were dried over MgSO4 and evap... Reactants: C(C)(C)(C)OC(=O)[C@H]1CC[C@@H](S1)CC#N (trans-5-tert-butoxycarbonyl-2-cyanomethyltetrahydrothiophene), C(CC(O)(C(=O)O)CC(=O)O)(=O)O (citric acid). Solvent: C(C)OCC (diethylether), [H-].C(C(C)C)[Al+]CC(C)C (diisobutyl-aluminiumhydride), CCCCCC (hexane). Run at time 2 hour. Product: C(C)(C)(C)OC(=O)[C@H]1CC[C@@H](S1)CC=O (trans-5-tert-butoxycarbonyl-2-formylmethyltetrahydrothiophene). As a reaction SMILES: [C:1]([O:5][C:6]([C@@H:8]1[S:12][C@@H:11]([CH2:13][C:14]#N)[CH2:10][CH2:9]1)=[O:7])([CH3:4])([CH3:3])[CH3:2].C(O)(=O)CC(CC(O)=O)(C(O)=O)[OH:19]>C(OCC)C.[H-].C([Al+]CC(C)C)C(C)C.CCCCCC>[C:1]([O:5][C:6]([C@@H:8]1[S:12][C@@H:11]([CH2:13][CH:14]=[O:19])[CH2:10][CH2:9]1)=[O:7])([CH3:4])([CH3:3])[CH3:2] |f:3.4|. Reported procedure: To a stirred solution of trans-5-tert-butoxycarbonyl-2-cyanomethyltetrahydrothiophene (2.3 g) in diethylether (100 ml), 1M diisobutyl-aluminiumhydride dissolved in hexane (12.1 ml) is added at -30° C. and the mixture is stirred for 2 hours at -20°--10° C. 10% aqueous citric acid solution is added to the mixture and extracted with ethyl acetate - benzene (1:1). The organic layer is washed with 10% aqueous citric acid solution, water and saturated sodium chloride solution. The organic layer is dri... Run at temperature 100 celsius. As a reaction SMILES: [CH2:1]([O:4][C:5]([C:7]1[N:8]([NH:13][CH2:14][CH2:15][CH:16]([CH3:18])[CH3:17])[CH:9]=[C:10]([F:12])[CH:11]=1)=[O:6])[CH:2]=[CH2:3].C[CH:20](C(Cl)=O)[C:21](Cl)=[O:22].[C:27](=[O:30])(O)[O-:28].[Na+].O1[CH2:37][CH2:36][O:35][CH2:34][CH2:33]1>>[CH2:1]([O:4][C:5]([C:7]1[N:8]([N:13]([C:21](=[O:22])[CH2:20][C:27]([O:28][CH3:33])=[O:30])[CH2:14][CH2:15][CH:16]([CH3:18])[CH3:17])[CH:9]=[C:10]([F:12])[CH:11]=1)=[O:6])[CH:2]=[CH2:3].[CH2:1]([O:4][C:5]([C:7]1[N:8]([N:13]([C:21](=[O:22])[CH2:37][C:36]([O:35][CH2:34][CH3:33])=[O:28])[CH2:14][CH2:15][CH:16]([CH3:18])[CH3:17])[CH:9]=[C:10]([F:12])[CH:11]=1)=[O:6])[CH:2]=[CH2:3] |f:2.3|. Product: C(C=C)OC(=O)C=1N(C=C(C1)F)N(CCC(C)C)C(CC(=O)OC)=O (1-[(2-Methoxycarbonyl-acetyl)-(3-methyl-butyl)-amino]-4-fluoro-1H-pyrrole-2-carboxylic acid allyl ester), C(C=C)OC(=O)C=1N(C=C(C1)F)N(CCC(C)C)C(CC(=O)OCC)=O (1-[(2-ethoxycarbonyl-acetyl)-(3-methyl-butyl)-amino]-4-fluoro-1H-pyrrole-2-carboxylic acid allyl ester). The reactants are C(C=C)OC(=O)C=1N(C=C(C1)F)NCCC(C)C (4-Fluoro-1-(3-methyl-butylamino)-1H-pyrrole-2-carboxylic acid allyl ester), O1CCOCC1 (1,4-dioxane), C([O-])(O)=O.[Na+] (sodium bicarbonate), CC(C(=O)Cl)C(=O)Cl (methyl malonyl chloride). The yield is 100.0%. Procedure details: 4-Fluoro-1-(3-methyl-butylamino)-1H-pyrrole-2-carboxylic acid allyl ester (Example 14g, 0.24 g, 0.944 mmol) was dissolved in anhydrous 1,4-dioxane (10 mL) and methyl malonyl chloride was added under a nitrogen atmosphere. The reaction mixture was heated to 100° C. for 1 h. Upon cooling to 25° C., saturated aqueous sodium bicarbonate solution was added and the product was extracted with 50% ethyl acetate/hexanes. The combined organic layers were dried over sodium sulfate, filtered and concentrate... Reactants: IC1=CC=CC=2N1N=C(C2NC(OC(C)(C)C)=O)SC (tert-butyl N-[7-iodo-2-methylthiopyrazolo[1,5-a]pyridin-3-yl]carbamate), [H-].[Na+] (sodium hydride), BrCC1CC1 ((Bromomethyl)cyclopropane), C(C)(=O)OCC (ethyl acetate). The solvent is CN(C=O)C (N,N-dimethylformamide). Conditions: time 30 minute. The product is crude product, C1(CC1)CN(C(OC(C)(C)C)=O)C=1C(=NN2C1C=CC=C2I)SC (tert-butyl N-cyclopropylmethyl-N-[7-iodo-2-(methylsulfanyl)pyrazolo[1,5-a]pyridin-3-yl]carbamate). As a reaction SMILES: [I:1][C:2]1[N:7]2[N:8]=[C:9]([S:19][CH3:20])[C:10]([NH:11][C:12](=[O:18])[O:13][C:14]([CH3:17])([CH3:16])[CH3:15])=[C:6]2[CH:5]=[CH:4][CH:3]=1.[H-].[Na+].Br[CH2:24][CH:25]1[CH2:27][CH2:26]1.C(OCC)(=O)C>CN(C)C=O>[CH:25]1([CH2:24][N:11]([C:10]2[C:9]([S:19][CH3:20])=[N:8][N:7]3[C:2]([I:1])=[CH:3][CH:4]=[CH:5][C:6]=23)[C:12](=[O:18])[O:13][C:14]([CH3:16])([CH3:17])[CH3:15])[CH2:27][CH2:26]1 |f:1.2|. Procedure details: To a solution of tert-butyl N-[7-iodo-2-methylthiopyrazolo[1,5-a]pyridin-3-yl]carbamate (600 mg) in N,N-dimethylformamide (6 mL) was added sodium hydride (60% in oil; 80 mg) with ice bath, and the reaction mixture was stirred for 30 minutes at room temperature. (Bromomethyl)cyclopropane (0.22 mL) was added to the reaction mixture at the same temperature, and stirring was continued for 1 hour at 40° C. After completion of the reaction, the reaction mixture was gradually added to ice, extraction w... The reactants are CC(=O)O, CNCc1ccc(O)c(OC)c1, CS(C)=O, N#C[Na], O. The product is COc1cc(CC#N)ccc1O. RXN SMILES: [CH3:16][C:17](=[O:18])[OH:19].[CH3:1][NH:2][CH2:3][c:4]1[cH:5][c:6]([O:7][CH3:8])[c:9]([OH:10])[cH:11][cH:12]1.[CH3:20][S:21]([CH3:22])=[O:23].[Na:13][C:14]#[N:15].[OH2:24]>>[CH2:3]([c:4]1[cH:5][c:6]([O:7][CH3:8])[c:9]([OH:10])[cH:11][cH:12]1)[C:14]#[N:15]. Reactants: [BH4-], CCOC(C)OC(C)C(=O)OCC(C)C, CO, Clc1ccccc1, [Na+], O. Yields the product CCOC(C)OC(C)CO. RXN SMILES: [BH4-:1].[CH2:3]([CH3:4])[O:5][CH:6]([CH3:7])[O:8][CH:9]([C:10](=[O:11])[O:12][CH2:13][CH:14]([CH3:15])[CH3:16])[CH3:17].[CH3:18][OH:19].[Cl:21][c:22]1[cH:23][cH:24][cH:25][cH:26][cH:27]1.[Na+:2].[OH2:20]>>[CH2:3]([CH3:4])[O:5][CH:6]([CH3:7])[O:8][CH:9]([CH2:10][OH:11])[CH3:17].